From a dataset of the Open Reaction Database (ORD), a public repository of structured organic reaction records. describe an organic reaction: reactants, conditions, products, and yield Starting materials: C(C)(C)(C)C=1C=C(C(=C(C1)C1=C(C=C(C=C1)Cl)Cl)O)C=O (5-(tert-butyl)-2′,4′-dichloro-2-hydroxy-[1,1′-biphenyl]-3-carbaldehyde), C(C)(C)(C)N (tert-butylamine). The product is Cl.C(C)(C)(C)C1=CC(=C(C(=C1)C1=C(C=C(C=C1)Cl)Cl)O)CNC(C)(C)C (5-(tert-Butyl)-3-((tert-butylamino)methyl)-2′,4′-dichloro-[1,1′-biphenyl]-2-ol hydrochloride). As a reaction SMILES: [C:1]([C:5]1[CH:6]=[C:7]([CH:20]=O)[C:8]([OH:19])=[C:9]([C:11]2[CH:16]=[CH:15][C:14]([Cl:17])=[CH:13][C:12]=2[Cl:18])[CH:10]=1)([CH3:4])([CH3:3])[CH3:2].[C:22]([NH2:26])([CH3:25])([CH3:24])[CH3:23]>>[ClH:17].[C:1]([C:5]1[CH:10]=[C:9]([C:11]2[CH:16]=[CH:15][C:14]([Cl:17])=[CH:13][C:12]=2[Cl:18])[C:8]([OH:19])=[C:7]([CH2:20][NH:26][C:22]([CH3:25])([CH3:24])[CH3:23])[CH:6]=1)([CH3:4])([CH3:3])[CH3:2] |f:2.3|. Procedure details: 5-(tert-Butyl)-3-((tert-butylamino)methyl)-2′,4′-dichloro-[1,1′-biphenyl]-2-ol hydrochloride was prepared as a gray solid using the procedure described in Example 9 from 5-(tert-butyl)-2′,4′-dichloro-2-hydroxy-[1,1′-biphenyl]-3-carbaldehyde and tert-butylamine. The reactants are [OH-].[Na+] (NaOH), C(C)(C)(C)OC(CN1C=C(C2=CC=CC=C12)C1=NN=C(C2=CC=CC=C12)Cl)=O ([3-(4-Chloro-phthalazin-1-yl)-indol-1-yl]-acetic acid tert-butyl ester), Cl (HCl). Solvent: C1CCOC1 (THF). Run at temperature 60 celsius. The product is O=C1NN=C(C2=CC=CC=C12)C1=CN(C2=CC=CC=C12)CC(=O)O ([3-(4-Oxo-3,4-dihydro-phthalazin-1-yl)-indol-1-yl]-acetic acid). As a reaction SMILES: C([O:5][C:6](=[O:28])[CH2:7][N:8]1[C:16]2[C:11](=[CH:12][CH:13]=[CH:14][CH:15]=2)[C:10]([C:17]2[C:26]3[C:21](=[CH:22][CH:23]=[CH:24][CH:25]=3)[C:20](Cl)=[N:19][N:18]=2)=[CH:9]1)(C)(C)C.[OH-:29].[Na+].Cl>C1COCC1>[O:29]=[C:20]1[C:21]2[C:26](=[CH:25][CH:24]=[CH:23][CH:22]=2)[C:17]([C:10]2[C:11]3[C:16](=[CH:15][CH:14]=[CH:13][CH:12]=3)[N:8]([CH2:7][C:6]([OH:5])=[O:28])[CH:9]=2)=[N:18][NH:19]1 |f:1.2|. Procedure: The product of step b) (50 mg, 0.13 mmol) was dissolved in 4 mL THF. NaOH (0.52 mL of 1 M aq) was added and the reaction was heated to 60° C. for 3 days. The reaction was cooled, acidified with 1 M HCl, and extracted into DCM. Concentration gave the sub-title product as a yellow oil. MS: ESI (negative): 318 (M−H). Reactants: C(C)(C)(C)OC(C(C)(C)O\N=C(/C(=O)N[C@H]1[C@H](N(C1=O)S(=O)(=O)O)CN1N=NC(=C1)CO)\C=1N=C(SC1)NC(=O)OC(C)(C)C)=O ((2R,3S)-3-((Z)-2-(((1-(tert-butoxy)-2-methyl-1-oxopropan-2-yl)oxy)imino)-2-(2-((tert-butoxycarbonyl)amino)thiazol-4-yl)acetamido)-2-((4-(hydroxymethyl)-1H-1,2,3-triazol-1-yl)methyl)-4-oxoazetidine-1-sulfonic acid), C(=O)(C(F)(F)F)O (TFA). Solvent: C(Cl)Cl (DCM). Product: NC=1SC=C(N1)/C(/C(=O)N[C@H]1[C@H](N(C1=O)S(=O)(=O)O)CN1N=NC(=C1)CO)=N/OC(C(=O)O)(C)C (2-(((Z)-(1-(2-aminothiazol-4-yl)-2-(((2R,3S)-2-((4-(hydroxymethyl)-1H-1,2,3-triazol-1-yl)methyl)-4-oxo-1-sulfoazetidin-3-yl)amino)-2-oxoethylidene)amino)oxy)-2-methylpropanoic acid). Isolated yield 28.5%. As a reaction SMILES: C([O:5][C:6](=[O:46])[C:7]([O:10]/[N:11]=[C:12](/[C:33]1[N:34]=[C:35]([NH:38]C(OC(C)(C)C)=O)[S:36][CH:37]=1)\[C:13]([NH:15][C@@H:16]1[C:19](=[O:20])[N:18]([S:21]([OH:24])(=[O:23])=[O:22])[C@@H:17]1[CH2:25][N:26]1[CH:30]=[C:29]([CH2:31][OH:32])[N:28]=[N:27]1)=[O:14])([CH3:9])[CH3:8])(C)(C)C.C(O)(C(F)(F)F)=O>C(Cl)Cl>[NH2:38][C:35]1[S:36][CH:37]=[C:33](/[C:12](=[N:11]/[O:10][C:7]([CH3:9])([CH3:8])[C:6]([OH:46])=[O:5])/[C:13]([NH:15][C@@H:16]2[C:19](=[O:20])[N:18]([S:21]([OH:24])(=[O:22])=[O:23])[C@@H:17]2[CH2:25][N:26]2[CH:30]=[C:29]([CH2:31][OH:32])[N:28]=[N:27]2)=[O:14])[N:34]=1. Reported procedure: Followed the general procedure for the acid mediated deprotection using (2R,3S)-3-((Z)-2-(((1-(tert-butoxy)-2-methyl-1-oxopropan-2-yl)oxy)imino)-2-(2-((tert-butoxycarbonyl)amino)thiazol-4-yl)acetamido)-2-((4-(hydroxymethyl)-1H-1,2,3-triazol-1-yl)methyl)-4-oxoazetidine-1-sulfonic acid (100 mg, 0.145 mmol), DCM (4 mL) and TFA (1 mL, 13 mmol). The crude residue was purified by reverse phase prep HPLC (T3, 30×100 mm, 5 μm, C18 column; acetonitrile-water with 0.1% formic acid modifier, 1 mL/min), aff... The reactants are COC1=CC=C(C=C1)C(=O)N=C=S (4-Methoxy-1-benzenecarbonyl isothiocyanate), COC1=CC=C(C=C1)C(=O)Cl (4-methoxy-1-benzenecarbonyl chloride), COC=1C=C2C(=CC=NC2=CC1OC)OC1=C(C(=C(N)C=C1)C)C (4-[(6,7-Dimethoxy-4-quinolyl)oxy]-2,3-dimethylaniline), C1(=CC=CC=C1)C (toluene). Solvent: C(C)O (ethanol), C(C)O (ethanol). Run at time 2 hour. Yields the product COC1=CC=C(C=C1)C(=O)N=C=S (4-Methoxy-1-benzenecarbonyl isothiocyanate), COC=1C=C2C(=CC=NC2=CC1OC)OC1=C(C(=C(C=C1)NC(=S)NC(C1=CC=C(C=C1)OC)=O)C)C (N-{4-[(6,7-Dimethoxy-4-quinolyl)oxy]-2,3-dimethylphenyl}-N′-(4-methoxybenzoyl)thiourea). The yield is 69.0%. Reaction SMILES: COC1C=CC(C(Cl)=O)=CC=1.[CH3:12][O:13][C:14]1[CH:19]=[CH:18][C:17]([C:20]([N:22]=[C:23]=[S:24])=[O:21])=[CH:16][CH:15]=1.[CH3:25][O:26][C:27]1[CH:28]=[C:29]2[C:34](=[CH:35][C:36]=1[O:37][CH3:38])[N:33]=[CH:32][CH:31]=[C:30]2[O:39][C:40]1[CH:46]=[CH:45][C:43]([NH2:44])=[C:42]([CH3:47])[C:41]=1[CH3:48].C1(C)C=CC=CC=1>C(O)C>[CH3:12][O:13][C:14]1[CH:15]=[CH:16][C:17]([C:20]([N:22]=[C:23]=[S:24])=[O:21])=[CH:18][CH:19]=1.[CH3:25][O:26][C:27]1[CH:28]=[C:29]2[C:34](=[CH:35][C:36]=1[O:37][CH3:38])[N:33]=[CH:32][CH:31]=[C:30]2[O:39][C:40]1[CH:46]=[CH:45][C:43]([NH:44][C:23]([NH:22][C:20](=[O:21])[C:17]2[CH:16]=[CH:15][C:14]([O:13][CH3:12])=[CH:19][CH:18]=2)=[S:24])=[C:42]([CH3:47])[C:41]=1[CH3:48]. Reported procedure: 4-Methoxy-1-benzenecarbonyl isothiocyanate was prepared using commercially available 4-methoxy-1-benzenecarbonyl chloride (80 mg) as a starting compound according to the description of the literature. 4-Methoxy-1-benzenecarbonyl isothiocyanate was dissolved in ethanol (1 ml) to prepare a solution. 4-[(6,7-Dimethoxy-4-quinolyl)oxy]-2,3-dimethylaniline (50 mg), toluene (5 ml), and ethanol (1 ml) were added to the solution, and the mixture was stirred at room temperature for 2 hr. The reaction solu... Reactants: C(C1=CC=CC=C1)OC([C@@H](NC(=O)[C@@H]1CC(N1)=O)CC1=CNC=N1)=O (Nα -[(S)-2-azetidinone-4-carbonyl]-histidine benzyl ester). Reagents/catalysts: [C].[Pd] (palladium-carbon). The solvent is CO (methanol). Yields the product N1C(C[C@H]1C(=O)N[C@@H](CC1=CNC=N1)C(=O)O)=O (Nα -[(S)-2-azetidinone-4-carbonyl]-L-histidine). The yield is 91.3%. As a reaction SMILES: C([O:8][C:9](=[O:25])[C@H:10]([CH2:19][C:20]1[N:24]=[CH:23][NH:22][CH:21]=1)[NH:11][C:12]([C@H:14]1[NH:17][C:16](=[O:18])[CH2:15]1)=[O:13])C1C=CC=CC=1>CO.[C].[Pd]>[NH:17]1[C@H:14]([C:12]([NH:11][C@H:10]([C:9]([OH:25])=[O:8])[CH2:19][C:20]2[N:24]=[CH:23][NH:22][CH:21]=2)=[O:13])[CH2:15][C:16]1=[O:18] |f:2.3|. Procedure: In 20 ml of methanol was suspended 342 mg of compound (60-1) and the compound was catalytically reduced with the addition of 20 mg of 10% palladium-carbon at ambient temperature and ordinary pressure. After the absorption of hydrogen had stopped, the catalyst was filtered off and methanol was distilled off under reduced pressure to provide 230 mg of Nα -[(S)-2-azetidinone-4-carbonyl]-L-histidine (61) having a melting point of 213° to 215° C. (dec.) as colorless crystals. The reactants are [BH4-], CO, CCOC(C)=O, CCOC(=O)C(F)(F)Cc1ccccc1, [Na+], O. The product is OCC(F)(F)Cc1ccccc1. As a reaction SMILES: [BH4-:16].[CH3:19][OH:20].[CH3:21][CH2:22][O:23][C:24](=[O:25])[CH3:26].[F:1][C:2]([C:3](=[O:4])[O:5][CH2:6][CH3:7])([CH2:8][c:9]1[cH:10][cH:11][cH:12][cH:13][cH:14]1)[F:15].[Na+:17].[OH2:18]>>[F:1][C:2]([CH2:3][OH:4])([CH2:8][c:9]1[cH:10][cH:11][cH:12][cH:13][cH:14]1)[F:15]. Reactants: C(C)(=O)O (Acetic acid), BrC1=C2C=CNC2=C(C=C1)C(=O)N (4-bromo-1H-indole-7-carboxamide), C=O (paraformaldehyde), CNC (dimethylamine). Run in C(C)O (ethanol). Run at temperature 80 celsius, time 2 hour. Yields the product BrC1=C2C(=CNC2=C(C=C1)C(=O)N)CN(C)C (4-Bromo-3-((dimethylamino)methyl)-1H-indole-7-carboxamide). Isolated yield 109.8%. As a reaction SMILES: C(O)(=O)C.[Br:5][C:6]1[CH:14]=[CH:13][C:12]([C:15]([NH2:17])=[O:16])=[C:11]2[C:7]=1[CH:8]=[CH:9][NH:10]2.[CH2:18]=O.[CH3:20][NH:21][CH3:22]>C(O)C>[Br:5][C:6]1[CH:14]=[CH:13][C:12]([C:15]([NH2:17])=[O:16])=[C:11]2[C:7]=1[C:8]([CH2:20][N:21]([CH3:18])[CH3:22])=[CH:9][NH:10]2. Procedure details: Acetic acid (1.15 mL, 20.08 mmol) was added to a suspension of 4-bromo-1H-indole-7-carboxamide (3 g, 12.55 mmol), paraformaldehyde (0.603 g, 20.08 mmol) and dimethylamine (2 M in methanol, 10 mL, 20.08 mmol) in ethanol (50 mL). The mixture was heated to 80° C. After 2 h, the ethanol was removed under vacuum. The residue was partitioned between NaHCO3 (aq) and EtOAc. The organic phase was washed with brine (15 mL), dried and concentrated to afford the crude desired product as a light brown solid ...